The task is: describe an organic reaction: reactants, conditions, products, and yield. This data is from the Open Reaction Database (ORD), a public repository of structured organic reaction records. The reactants are NC1=C2C=CC(=C(C2=CC=C1)O)S(NC(C)(C)C)(=O)=O (5-amino-2-tert-butylsulfamoyl-1-naphthol), Cl (hydrochloric acid), ice water, N1=CC=CC=C1 (pyridine), O1CCN(CC1)S(=O)(=O)Cl (morpholinosulfonyl chloride). Run in O (water). Run at time 20 hour. The product is C(C)(C)(C)NS(=O)(=O)C1=C(C2=CC=CC(=C2C=C1)NS(=O)(=O)N1CCOCC1)O (2-tert-Butylsulfamoyl-5-morpholinosulfonamido-1-naphthol). The yield is 72.0%. Reaction SMILES: [NH2:1][C:2]1[CH:11]=[CH:10][CH:9]=[C:8]2[C:3]=1[CH:4]=[CH:5][C:6]([S:13](=[O:20])(=[O:19])[NH:14][C:15]([CH3:18])([CH3:17])[CH3:16])=[C:7]2[OH:12].N1C=CC=CC=1.[O:27]1[CH2:32][CH2:31][N:30]([S:33](Cl)(=[O:35])=[O:34])[CH2:29][CH2:28]1.Cl>O>[C:15]([NH:14][S:13]([C:6]1[CH:5]=[CH:4][C:3]2[C:8](=[CH:9][CH:10]=[CH:11][C:2]=2[NH:1][S:33]([N:30]2[CH2:31][CH2:32][O:27][CH2:28][CH2:29]2)(=[O:35])=[O:34])[C:7]=1[OH:12])(=[O:20])=[O:19])([CH3:17])([CH3:16])[CH3:18]. Procedure details: To a mixture of 9 g. of 5-amino-2-tert-butylsulfamoyl-1-naphthol with 90 ml. of pyridine were added portionwise under ice-cooling and stirring 11 g. of morpholinosulfonyl chloride and stirring was continued at room temperature for 20 hours. Thereafter, 10 ml. of water were added and stirring was carried out for further 1 hour. Into a mixture of 115 ml. of conc. hydrochloric acid with 400 ml. of ice-water was poured the above reaction mixture to separate a solid precipitate, which was then collec... Starting materials: C=CCBr, CS(C)=O, NC(=O)c1cccnc1Oc1cccc(Cl)c1, [K+], [OH-], O. Reaction SMILES: [CH2:20]([CH:21]=[CH2:22])[Br:23].[CH3:25][S:26]([CH3:27])=[O:28].[Cl:1][c:2]1[cH:3][c:4]([O:5][c:6]2[c:7]([C:8](=[O:9])[NH2:10])[cH:11][cH:12][cH:13][n:14]2)[cH:15][cH:16][cH:17]1.[K+:19].[OH-:18].[OH2:24]>>[Cl:1][c:2]1[cH:3][c:4]([O:5][c:6]2[c:7]([C:8](=[O:9])[NH:10][CH2:22][CH:21]=[CH2:20])[cH:11][cH:12][cH:13][n:14]2)[cH:15][cH:16][cH:17]1. The product is C=CCNC(=O)c1cccnc1Oc1cccc(Cl)c1. Starting materials: CC1CN(C(=O)OC(C)(C)C)CCN1, CCN(C(C)C)C(C)C, ClCCl, O=S(=O)(Cl)c1ccc(C(F)(F)F)cc1, O. Yields the product CC1CN(C(=O)OC(C)(C)C)CCN1S(=O)(=O)c1ccc(C(F)(F)F)cc1. Reaction SMILES: [CH3:1][CH:2]1[CH2:3][N:4]([C:8](=[O:9])[O:10][C:11]([CH3:12])([CH3:13])[CH3:14])[CH2:5][CH2:6][NH:7]1.[CH:15]([N:16]([CH2:17][CH3:18])[CH:19]([CH3:20])[CH3:21])([CH3:22])[CH3:23].[Cl:39][CH2:40][Cl:41].[F:24][C:25]([c:26]1[cH:27][cH:28][c:29]([S:32](=[O:33])(=[O:34])[Cl:35])[cH:30][cH:31]1)([F:36])[F:37].[OH2:38]>>[CH3:1][CH:2]1[CH2:3][N:4]([C:8](=[O:9])[O:10][C:11]([CH3:12])([CH3:13])[CH3:14])[CH2:5][CH2:6][N:7]1[S:32]([c:29]1[cH:28][cH:27][c:26]([C:25]([F:24])([F:36])[F:37])[cH:31][cH:30]1)(=[O:33])=[O:34].